This data is from the Open Reaction Database (ORD), a public repository of structured organic reaction records. The task is: describe an organic reaction: reactants, conditions, products, and yield Starting materials: CS(=O)(=O)OCCF, CN(C)C=O, [H-], [Na+], Oc1ccc(Oc2ccccc2)cc1. Yields the product FCCOc1ccc(Oc2ccccc2)cc1. As a reaction SMILES: [CH3:17][S:18]([O:19][CH2:22][CH2:23][F:24])(=[O:20])=[O:21].[CH3:25][N:26]([CH3:27])[CH:28]=[O:29].[H-:1].[Na+:2].[OH:3][c:4]1[cH:5][cH:6][c:7]([O:8][c:9]2[cH:10][cH:11][cH:12][cH:13][cH:14]2)[cH:15][cH:16]1>>[O:3]([c:4]1[cH:5][cH:6][c:7]([O:8][c:9]2[cH:10][cH:11][cH:12][cH:13][cH:14]2)[cH:15][cH:16]1)[CH2:22][CH2:23][F:24]. Reactants: CCOC(C)=O, CS(=O)(=O)c1cc([N+](=O)[O-])c(Cl)cc1C(=O)O, CS(=O)(=O)c1cc([N+](=O)[O-])c(N2CC2)cc1C(=O)NCC(O)CO, NCC(O)CO, CN(C)C=O, O, O=S(Cl)Cl. The product is CS(=O)(=O)c1cc([N+](=O)[O-])c(Cl)cc1C(=O)NCC(O)CO. RXN SMILES: [CH3:53][CH2:54][O:55][C:56]([CH3:57])=[O:58].[Cl:25][c:26]1[c:27]([N+:28]([O-:29])=[O:30])[cH:31][c:32]([S:33]([CH3:34])(=[O:35])=[O:36])[c:37]([C:39]([OH:40])=[O:41])[cH:38]1.[N:1]1([c:4]2[c:5]([N+:22](=[O:23])[O-:24])[cH:6][c:7]([S:18](=[O:19])(=[O:20])[CH3:21])[c:8]([C:9](=[O:10])[NH:11][CH2:12][CH:13]([CH2:14][OH:15])[OH:16])[cH:17]2)[CH2:2][CH2:3]1.[NH2:46][CH2:47][CH:48]([OH:49])[CH2:50][OH:51].[O:59]=[CH:60][N:61]([CH3:62])[CH3:63].[OH2:52].[S:42]([Cl:43])([Cl:44])=[O:45]>>[c:4]1([Cl:25])[c:5]([N+:22](=[O:23])[O-:24])[cH:6][c:7]([S:18](=[O:19])(=[O:20])[CH3:21])[c:8]([C:9](=[O:10])[NH:11][CH2:12][CH:13]([CH2:14][OH:15])[OH:16])[cH:17]1. Reactants: solution, C1=CC=C(C(=C1)C(=O)O)C(=O)OO (monoperphthalic acid), COC=1C=C2C(=CC=NC2=CC1)CCC1CCN(CC1)C(C1=CC=CC=C1)=O (6-methoxy-4-[2-(1-benzoyl-4-piperidyl)-ethyl]-quinoline), C1=CC=C(C(=C1)C(=O)O)C(=O)OO (monoperphthalic acid), aqueous solution, [OH-].[Na+] (sodium hydroxide). Run in CCOCC (ether), CO (methanol). Reaction conditions: temperature 10 celsius, time 4 hour. The product is COC=1C=C2C(=CC=[N+](C2=CC1)[O-])CCC1CCN(CC1)C(C1=CC=CC=C1)=O (6-methoxy-4-[2-(1-benzoyl-4-piperidyl)-ethyl]quinoline-N-oxide). RXN SMILES: C1C=C(C(O)=[O:8])C(C(OO)=O)=CC=1.[CH3:14][O:15][C:16]1[CH:17]=[C:18]2[C:23](=[CH:24][CH:25]=1)[N:22]=[CH:21][CH:20]=[C:19]2[CH2:26][CH2:27][CH:28]1[CH2:33][CH2:32][N:31]([C:34](=[O:41])[C:35]2[CH:40]=[CH:39][CH:38]=[CH:37][CH:36]=2)[CH2:30][CH2:29]1.[OH-].[Na+]>CCOCC.CO>[CH3:14][O:15][C:16]1[CH:17]=[C:18]2[C:23](=[CH:24][CH:25]=1)[N+:22]([O-:8])=[CH:21][CH:20]=[C:19]2[CH2:26][CH2:27][CH:28]1[CH2:29][CH2:30][N:31]([C:34](=[O:41])[C:35]2[CH:36]=[CH:37][CH:38]=[CH:39][CH:40]=2)[CH2:32][CH2:33]1 |f:2.3|. Procedure: 269 ml of a 0.09 M solution of monoperphthalic acid in ether (prepared according VOGEL-Textbook of Practical Organic Chemistry, 1978,307) are added rapidly to a solution of 7.9 g of 6-methoxy-4-[2-(1-benzoyl-4-piperidyl)-ethyl]-quinoline in 45 ml of methanol, stirred and cooled to 10° C. After four hours at the ambient temperature, a further 20 ml of the same monoperphthalic acid solution are added, and the stirring is then maintained for 15 hours. The reaction mixture is then made alkaline with... Starting materials: Cl, O=C(Cl)c1cccc(C(F)(F)F)c1, [H][H], O=S1(=O)CCCC1. The product is O=Cc1cccc(C(F)(F)F)c1. RXN SMILES: [ClH:23].[F:8][C:9]([c:10]1[cH:11][c:12]([C:13](=[O:14])[Cl:15])[cH:16][cH:17][cH:18]1)([F:19])[F:20].[H:21][H:22].[S:1]1(=[O:6])(=[O:7])[CH2:2][CH2:3][CH2:4][CH2:5]1>>[F:8][C:9]([c:10]1[cH:11][c:12]([CH:13]=[O:14])[cH:16][cH:17][cH:18]1)([F:19])[F:20].